This data is from the Open Reaction Database (ORD), a public repository of structured organic reaction records. The task is: describe an organic reaction: reactants, conditions, products, and yield Reactants: NCCC1=NC2=CC=CC=C2C=C1 (2-(2-aminoethyl)quinoline), C12C(C3CC(CC(C1)C3)C2)OC(=O)NC(CC2=CNC3=CC=CC=C23)(C(=O)O)C (2-adamantyloxycarbonyl-α-methyl-DL-tryptophan), CN1CCOCC1 (N-methylmorpholine), ClC(=O)OCC(C)C (isobutyl chloroformate). Run in C1CCOC1 (THF), C1CCOC1 (THF). Run at temperature -22 celsius, time 1 hour. Product: N1C=C(C2=CC=CC=C12)CC(C(=O)NCCC1=NC2=CC=CC=C2C=C1)(C)NC(OC(C)CCCCCCCC)=O (dec-2-yl (±)-[1-(1H-indol-3-ylmethyl)-1-methyl-2-oxo-[[2-(2-quinolinyl)ethyl]amino]ethyl]carbamate). Isolated yield 17.1%. As a reaction SMILES: [CH:1]12C[CH:5]3[CH2:6][CH:7]([CH2:9][CH:3]([CH2:4]3)[CH:2]1[O:11][C:12]([NH:14][C:15]([CH3:29])([C:26](O)=[O:27])[CH2:16][C:17]1[C:25]3[C:20](=[CH:21][CH:22]=[CH:23][CH:24]=3)[NH:19][CH:18]=1)=[O:13])[CH2:8]2.[CH3:30]N1CCOCC1.ClC(OCC(C)C)=O.[NH2:45][CH2:46][CH2:47][C:48]1[CH:57]=[CH:56][C:55]2[C:50](=[CH:51][CH:52]=[CH:53][CH:54]=2)[N:49]=1>C1COCC1>[NH:19]1[C:20]2[C:25](=[CH:24][CH:23]=[CH:22][CH:21]=2)[C:17]([CH2:16][C:15]([NH:14][C:12](=[O:13])[O:11][CH:2]([CH2:1][CH2:8][CH2:7][CH2:6][CH2:5][CH2:4][CH2:3][CH3:9])[CH3:30])([CH3:29])[C:26]([NH:45][CH2:46][CH2:47][C:48]2[CH:57]=[CH:56][C:55]3[C:50](=[CH:51][CH:52]=[CH:53][CH:54]=3)[N:49]=2)=[O:27])=[CH:18]1. Reported procedure: To a stirred solution of 2-adamantyloxycarbonyl-α-methyl-DL-tryptophan (1.59 g, 4.0 mmole) in dry THF (50 mL) at -22° C. was added N-methylmorpholine (0.644 g, 6.3 mmole) and isobutyl chloroformate (0.632 g, 4.6 mmole). The mixture was stirred at -22° C. for 1 hour and then a solution of 2-(2-aminoethyl)quinoline (0.690 g, 4.0 mmole) in dry THF (15 mL) was added. After stirring at this temperature 4 hours the reaction mixture was allowed to stir at room temperature 15 hours. The solvent was remo... Reactants: FC1=C(C=C(C=C1)[N+](=O)[O-])I (1-fluoro-2-iodo-4-nitrobenzene), [H-].[Na+] (sodium hydride), OCCC1CCN(CC1)C(=O)OC(C)(C)C (tert-butyl 4-(2-hydroxyethyl)piperidine-1-carboxylate). Solvent: O1CCCC1 (tetrahydrofuran), O1CCCC1 (tetrahydrofuran), O1CCCC1 (tetrahydrofuran). Conditions: temperature 0 celsius, time 30 minute. Yields the product IC1=C(OCCC2CCN(CC2)C(=O)OC(C)(C)C)C=CC(=C1)[N+](=O)[O-] (tert-Butyl 4-[2-(2-iodo-4-nitrophenoxy)ethyl]piperidine-1-carboxylate). The yield is 79.4%. RXN SMILES: [H-].[Na+].[OH:3][CH2:4][CH2:5][CH:6]1[CH2:11][CH2:10][N:9]([C:12]([O:14][C:15]([CH3:18])([CH3:17])[CH3:16])=[O:13])[CH2:8][CH2:7]1.F[C:20]1[CH:25]=[CH:24][C:23]([N+:26]([O-:28])=[O:27])=[CH:22][C:21]=1[I:29]>O1CCCC1>[I:29][C:21]1[CH:22]=[C:23]([N+:26]([O-:28])=[O:27])[CH:24]=[CH:25][C:20]=1[O:3][CH2:4][CH2:5][CH:6]1[CH2:7][CH2:8][N:9]([C:12]([O:14][C:15]([CH3:18])([CH3:17])[CH3:16])=[O:13])[CH2:10][CH2:11]1 |f:0.1|. Procedure: A solution of sodium hydride (0.16 g, 3.9 mmol) in tetrahydrofuran (10 mL) at 0° C. was treated with a solution of tert-butyl 4-(2-hydroxyethyl)piperidine-1-carboxylate (0.82 mL, 3.7 mmol) in tetrahydrofuran (5 mL) and stirred at 0° C. for 30 minutes. The reaction mixture was treated with a solution of 1-fluoro-2-iodo-4-nitrobenzene (1.0 g, 3.7 mmol) in tetrahydrofuran (5 mL) and heated at 70° C. for 16 h. The reaction mixture was concentrated, diluted with ethyl acetate, and washed with water. ... The reactants are BrCCCCCl (1-bromo-4-chloro-butane), C(C)(C)(C)[C@@H]1N([C@H](C(N1C)=O)C)C(=O)OC(C)(C)C ((2S,5S)-tert-butyl 2-(tert-butyl)-3,5-dimethyl-4-oxoimidazolidine-1-carboxylate), [Li+].CC(C)[N-]C(C)C (LDA), C1CCOC1.CCCCCCC (THF heptane), [NH4+].[Cl-] (NH4Cl). Run in C1CCOC1 (THF). Run at time 40 minute. The product is C(C)(C)(C)[C@@H]1N([C@](C(N1C)=O)(C)CCCCCl)C(=O)OC(C)(C)C ((2S,5R)-tert-butyl 2-(tert-butyl)-5-(4-chlorobutyl)-3,5-dimethyl-4-oxoimidazolidine-1-carboxylate). The yield is 81.0%. Reaction SMILES: [C:1]([C@H:5]1[N:9]([CH3:10])[C:8](=[O:11])[C@H:7]([CH3:12])[N:6]1[C:13]([O:15][C:16]([CH3:19])([CH3:18])[CH3:17])=[O:14])([CH3:4])([CH3:3])[CH3:2].[Li+].CC([N-]C(C)C)C.C1COCC1.CCCCCCC.Br[CH2:41][CH2:42][CH2:43][CH2:44][Cl:45].[NH4+].[Cl-]>C1COCC1>[C:1]([C@H:5]1[N:9]([CH3:10])[C:8](=[O:11])[C@:7]([CH2:41][CH2:42][CH2:43][CH2:44][Cl:45])([CH3:12])[N:6]1[C:13]([O:15][C:16]([CH3:18])([CH3:17])[CH3:19])=[O:14])([CH3:2])([CH3:3])[CH3:4] |f:1.2,3.4,6.7|. Procedure: To a solution of (2S,5S)-tert-butyl 2-(tert-butyl)-3,5-dimethyl-4-oxoimidazolidine-1-carboxylate (D43) (430 mg, 1.59 mmol) in dry THF (15 ml) cooled to −78° C., LDA 2M in THF/heptane (1.2 ml, 2.38 mmol) was added and the reaction mixture stirred at this temperature for 40 min before adding 1-bromo-4-chloro-butane (0.27 ml, 2.38 mmol). The reaction was allowed to warm to RT and left stirring for 3 hrs. The resulting solution was treated with NH4Cl sat sol (5 ml) and extracted with Et2O (3×10 ml).... Reactants: COC1=CC=C2C(CCOC2=C1)=O (7-Methoxy-4-chromanone), C[Si](C)(C)C#N (trimethylsilyl cyanide), IR(CHCl3). The reagents and catalysts are [Zn+2].[I-].[I-] (ZnI2). The solvent is CC#N (CH3CN). Yields the product COC1=CC=C2C(=CCOC2=C1)C#N (7-Methoxy-4-cyano chrom-3-ene). Reaction SMILES: [CH3:1][O:2][C:3]1[CH:12]=[C:11]2[C:6]([C:7](=O)[CH2:8][CH2:9][O:10]2)=[CH:5][CH:4]=1.C[Si]([C:18]#[N:19])(C)C>[Zn+2].[I-].[I-].CC#N>[CH3:1][O:2][C:3]1[CH:12]=[C:11]2[C:6]([C:7]([C:18]#[N:19])=[CH:8][CH2:9][O:10]2)=[CH:5][CH:4]=1 |f:2.3.4|. Reported procedure: 7-Methoxy-4-chromanone (7 g) was added to trimethylsilyl cyanide (TMSCN) (7 ml), CH3CN (10 ml) and a catalytic amount of ZnI2 and refluxed for 2 hrs. The reaction was cooled, evaporated to dryness, then isopropyl alcohol saturated with HCl(g) (100 ml) was added and this solution refluxed 2 hrs. The reaction was cooled, evaporated to dryness, and saturated aqueous NaCl added. This was then extracted with CH2Cl2, the organic layer separated, dried (Na2SO4), filtered and evaporated affording 7.1 of... Starting materials: COc1ccc(Nc2ccc(OCc3ccccc3)cc2)cc1, C1CCOC1, O=C(Cl)c1ccc2ccccc2c1, c1ccncc1. The product is COc1ccc(N(C(=O)c2ccc3ccccc3c2)c2ccc(OCc3ccccc3)cc2)cc1. RXN SMILES: [CH2:1]([c:2]1[cH:3][cH:4][cH:5][cH:6][cH:7]1)[O:8][c:9]1[cH:10][cH:11][c:12]([NH:13][c:14]2[cH:15][cH:16][c:17]([O:20][CH3:21])[cH:18][cH:19]2)[cH:22][cH:23]1.[CH2:43]1[O:44][CH2:45][CH2:46][CH2:47]1.[cH:24]1[c:25]([C:34](=[O:35])[Cl:36])[cH:26][cH:27][c:28]2[cH:29][cH:30][cH:31][cH:32][c:33]12.[cH:37]1[cH:38][cH:39][n:40][cH:41][cH:42]1>>[CH2:1]([c:2]1[cH:3][cH:4][cH:5][cH:6][cH:7]1)[O:8][c:9]1[cH:10][cH:11][c:12]([N:13]([c:14]2[cH:15][cH:16][c:17]([O:20][CH3:21])[cH:18][cH:19]2)[C:34]([c:25]2[cH:24][c:33]3[c:28]([cH:27][cH:26]2)[cH:29][cH:30][cH:31][cH:32]3)=[O:35])[cH:22][cH:23]1. Starting materials: solution, [H-].C(C(C)C)[Al+]CC(C)C (diisobutylaluminum hydride), BrC1=CC(=CN1S(=O)(=O)C1=CC=C(C=C1)OC)C(=O)OC (methyl 5-bromo-1-[(4-methoxyphenyl)sulfonyl]-1H-pyrrole-3-carboxylate), solution, [H-].C(C(C)C)[Al+]CC(C)C (diisobutylaluminum hydride), Cl (Hydrochloric acid). Run in C1(=CC=CC=C1)C (toluene), O1CCCC1 (tetrahydrofuran), C1(=CC=CC=C1)C (toluene). Reaction conditions: temperature -78 celsius, time 1 hour. Yields the product BrC1=CC(=CN1S(=O)(=O)C1=CC=C(C=C1)OC)C=O (5-Bromo-1-[(4-methoxyphenyl)sulfonyl]-1H-pyrrole-3-carbaldehyde). Isolated yield 75.0%. As a reaction SMILES: [Br:1][C:2]1[N:6]([S:7]([C:10]2[CH:15]=[CH:14][C:13]([O:16][CH3:17])=[CH:12][CH:11]=2)(=[O:9])=[O:8])[CH:5]=[C:4]([C:18](OC)=[O:19])[CH:3]=1.[H-].C([Al+]CC(C)C)C(C)C.Cl>O1CCCC1.C1(C)C=CC=CC=1>[Br:1][C:2]1[N:6]([S:7]([C:10]2[CH:11]=[CH:12][C:13]([O:16][CH3:17])=[CH:14][CH:15]=2)(=[O:8])=[O:9])[CH:5]=[C:4]([CH:18]=[O:19])[CH:3]=1 |f:1.2|. Procedure details: A solution (30 mL) of methyl 5-bromo-1-[(4-methoxyphenyl)sulfonyl]-1H-pyrrole-3-carboxylate (3.00 g) in tetrahydrofuran was cooled to −78° C., a 1.5 mol/l solution (11.0 mL) of diisobutylaluminum hydride in toluene was added dropwise over 15 min, and the mixture was further stirred at −78° C. for 1 hr. A 1.5 mol/l solution (5.0 mL) of diisobutylaluminum hydride in toluene was added, and the mixture was stirred at −78° C. for 15 min, and at 25° C. for 2 hr. 1 mol/l Hydrochloric acid (40 mL) was a...